describe an organic reaction: reactants, conditions, products, and yield From a dataset of the Open Reaction Database (ORD), a public repository of structured organic reaction records. The reactants are CCO, Cl, O=c1c(=NO)c(=O)c2ccccc12, O, NNC(=O)Nc1ccccc1. Yields the product O=C(NN=c1c(=NO)c(=O)c2ccccc12)Nc1ccccc1. Reaction SMILES: [CH3:27][CH2:28][OH:29].[ClH:1].[N:13]([OH:14])=[c:15]1[c:16](=[O:25])[c:17]2[cH:18][cH:19][cH:20][cH:21][c:22]2[c:23]1=[O:24].[OH2:26].[c:2]1([NH:8][C:9]([NH:10][NH2:11])=[O:12])[cH:3][cH:4][cH:5][cH:6][cH:7]1>>[c:2]1([NH:8][C:9]([NH:10][N:11]=[c:23]2[c:15](=[N:13][OH:14])[c:16](=[O:25])[c:17]3[cH:18][cH:19][cH:20][cH:21][c:22]32)=[O:12])[cH:3][cH:4][cH:5][cH:6][cH:7]1. The product is C(#N)C1=CC=C(C=C1)C1=CC=CC=2N1C=NC2 (5-(p-Cyanophenyl)imidazo[1,5-a]pyridine). Procedure details: A solution of 0.1 g of 5-(p-tert-butylaminocarbonylphenyl)imidazo[1,5-a]pyridine in 3 ml of toluene is treated with 40 μl of phosphorus oxychloride at 90° for 5 h. The solvent is evaporated and the residue is redissolved in 30 ml of chloroform at 0°. An ice-cold ammonium hydroxide solution is added and the organic phase is separated, dried over sodium sulfate and evaporated. The residue is chromatographed on silica with ethyl acetate to yield the title compound, m.p. 117°-118°. RXN SMILES: C([NH:5][C:6]([C:8]1[CH:13]=[CH:12][C:11]([C:14]2[N:19]3[CH:20]=[N:21][CH:22]=[C:18]3[CH:17]=[CH:16][CH:15]=2)=[CH:10][CH:9]=1)=O)(C)(C)C.P(Cl)(Cl)(Cl)=O>C1(C)C=CC=CC=1>[C:6]([C:8]1[CH:9]=[CH:10][C:11]([C:14]2[N:19]3[CH:20]=[N:21][CH:22]=[C:18]3[CH:17]=[CH:16][CH:15]=2)=[CH:12][CH:13]=1)#[N:5]. The reactants are C(C)(C)(C)NC(=O)C1=CC=C(C=C1)C1=CC=CC=2N1C=NC2 (5-(p-tert-butylaminocarbonylphenyl)imidazo[1,5-a]pyridine), P(=O)(Cl)(Cl)Cl (phosphorus oxychloride). Solvent: C1(=CC=CC=C1)C (toluene). Reactants: C1COCCO1, O=C(O)c1ccc(F)c(F)c1Cl, N, O=S(Cl)Cl. Product: NC(=O)c1ccc(F)c(F)c1Cl. Reaction SMILES: [CH2:18]1[O:19][CH2:20][CH2:21][O:22][CH2:23]1.[Cl:1][c:2]1[c:3]([C:4](=[O:5])[OH:6])[cH:7][cH:8][c:9]([F:12])[c:10]1[F:11].[NH3:17].[S:13]([Cl:14])([Cl:15])=[O:16]>>[Cl:1][c:2]1[c:3]([C:4](=[O:5])[NH2:17])[cH:7][cH:8][c:9]([F:12])[c:10]1[F:11]. Reactants: Cc1cc(CC2CO2)cc(C(C)(C)C)c1O, CN(C)C=O, O=C1CCC(=O)N1, O. Yields the product Cc1cc(CC(O)CN2C(=O)CCC2=O)cc(C(C)(C)C)c1O. Reaction SMILES: [CH3:1][c:2]1[cH:3][c:4]([CH2:5][CH:6]2[O:7][CH2:8]2)[cH:9][c:10]([C:13]([CH3:14])([CH3:15])[CH3:16])[c:11]1[OH:12].[CH3:25][N:26]([CH3:27])[CH:28]=[O:29].[O:17]=[C:18]1[CH2:19][CH2:20][C:21](=[O:22])[NH:23]1.[OH2:24]>>[CH3:1][c:2]1[cH:3][c:4]([CH2:5][CH:6]([OH:7])[CH2:8][N:23]2[C:18](=[O:17])[CH2:19][CH2:20][C:21]2=[O:22])[cH:9][c:10]([C:13]([CH3:14])([CH3:15])[CH3:16])[c:11]1[OH:12]. The reactants are CCCCc1ncc(C=C(Cc2ccc(C)o2)C(=O)OC)n1Cc1ccccc1Cl, CC(C)C[Al+]CC(C)C, Cc1ccccc1, [H-], C1CCOC1. As a reaction SMILES: [CH2:1]([CH2:2][CH2:3][CH3:4])[c:5]1[n:6]([CH2:23][c:24]2[c:25]([Cl:30])[cH:26][cH:27][cH:28][cH:29]2)[c:7]([CH:10]=[C:11]([C:12](=[O:13])[O:14][CH3:15])[CH2:16][c:17]2[o:18][c:19]([CH3:22])[cH:20][cH:21]2)[cH:8][n:9]1.[CH2:32]([Al+:33][CH2:34][CH:35]([CH3:36])[CH3:37])[CH:38]([CH3:39])[CH3:40].[CH3:41][c:42]1[cH:43][cH:44][cH:45][cH:46][cH:47]1.[H-:31].[O:48]1[CH2:49][CH2:50][CH2:51][CH2:52]1>>[CH2:1]([CH2:2][CH2:3][CH3:4])[c:5]1[n:6]([CH2:23][c:24]2[c:25]([Cl:30])[cH:26][cH:27][cH:28][cH:29]2)[c:7]([CH:10]=[C:11]([CH2:12][OH:13])[CH2:16][c:17]2[o:18][c:19]([CH3:22])[cH:20][cH:21]2)[cH:8][n:9]1. Product: CCCCc1ncc(C=C(CO)Cc2ccc(C)o2)n1Cc1ccccc1Cl. The reactants are C1CCOC1, COC(=O)c1sccc1S(=O)(=O)N=C1NC(=O)C(=Cc2ccc3c(c2)OCO3)S1, [Li+], [OH-], O, O. The product is O=C1NC(=NS(=O)(=O)c2ccsc2C(=O)O)SC1=Cc1ccc2c(c1)OCO2. As a reaction SMILES: [CH2:33]1[O:34][CH2:35][CH2:36][CH2:37]1.[CH3:1][O:2][C:3](=[O:4])[c:5]1[s:6][cH:7][cH:8][c:9]1[S:10]([N:11]=[C:12]1[S:13][C:14](=[CH:18][c:19]2[cH:20][c:21]3[c:22]([cH:26][cH:27]2)[O:23][CH2:24][O:25]3)[C:15](=[O:17])[NH:16]1)(=[O:28])=[O:29].[Li+:31].[OH-:30].[OH2:32].[OH2:38]>>[O:2]=[C:3]([OH:4])[c:5]1[s:6][cH:7][cH:8][c:9]1[S:10]([N:11]=[C:12]1[S:13][C:14](=[CH:18][c:19]2[cH:20][c:21]3[c:22]([cH:26][cH:27]2)[O:23][CH2:24][O:25]3)[C:15](=[O:17])[NH:16]1)(=[O:28])=[O:29]. The reactants are C1CCOC1, CNc1cc(N2CCN(c3ccc(C(F)(F)F)cc3)CC2)c(Cl)cc1[N+](=O)[O-]. Product: CNc1cc(N2CCN(c3ccc(C(F)(F)F)cc3)CC2)c(Cl)cc1N. RXN SMILES: [CH2:29]1[O:30][CH2:31][CH2:32][CH2:33]1.[Cl:1][c:2]1[cH:3][c:4]([N+:26]([O-:27])=[O:28])[c:5]([NH:6][CH3:7])[cH:8][c:9]1[N:10]1[CH2:11][CH2:12][N:13]([c:16]2[cH:17][cH:18][c:19]([C:22]([F:23])([F:24])[F:25])[cH:20][cH:21]2)[CH2:14][CH2:15]1>>[Cl:1][c:2]1[cH:3][c:4]([NH2:26])[c:5]([NH:6][CH3:7])[cH:8][c:9]1[N:10]1[CH2:11][CH2:12][N:13]([c:16]2[cH:17][cH:18][c:19]([C:22]([F:23])([F:24])[F:25])[cH:20][cH:21]2)[CH2:14][CH2:15]1.